Dataset: the Open Reaction Database (ORD), a public repository of structured organic reaction records. Task: describe an organic reaction: reactants, conditions, products, and yield Starting materials: C(C1=CC=CC=C1)OC=1C=C(C=CC1)SC=1C=C2C=CC(=CC2=CC1)[C@@](CO)(C)NC(OC(C)(C)C)=O ((R)-tert-butyl 2-(6-(3-(benzyloxy)phenylthio)naphthalen-2-yl)-1-hydroxypropan-2-ylcarbamate), N1N=NN=C1 (1H-tetrazole), O1CCCC1 (tetrahydrofuran), C(C)N(P(OC(C)(C)C)OC(C)(C)C)CC (di-tert-butyl N,N-diethylphosphoramidite), OO (hydrogen peroxide). Reaction conditions: time 8 hour. Yields the product C(C1=CC=CC=C1)OC=1C=C(C=CC1)SC=1C=C2C=CC(=CC2=CC1)[C@@](COP(=O)(OC(C)(C)C)OC(C)(C)C)(C)NC(OC(C)(C)C)=O ((R)-tert-butyl 2-(6-(3-(benzyloxy)phenylthio)naphthalen-2-yl)-1-(di-tert-butoxyphosphoryloxy)propan-2-ylcarbamate). Yield: 101.9%. RXN SMILES: [CH2:1]([O:8][C:9]1[CH:10]=[C:11]([S:15][C:16]2[CH:17]=[C:18]3[C:23](=[CH:24][CH:25]=2)[CH:22]=[C:21]([C@:26]([NH:30][C:31](=[O:37])[O:32][C:33]([CH3:36])([CH3:35])[CH3:34])([CH3:29])[CH2:27][OH:28])[CH:20]=[CH:19]3)[CH:12]=[CH:13][CH:14]=1)[C:2]1[CH:7]=[CH:6][CH:5]=[CH:4][CH:3]=1.N1C=NN=N1.[O:43]1CCCC1.C(N(CC)[P:51]([O:57][C:58]([CH3:61])([CH3:60])[CH3:59])[O:52][C:53]([CH3:56])([CH3:55])[CH3:54])C.OO>>[CH2:1]([O:8][C:9]1[CH:10]=[C:11]([S:15][C:16]2[CH:17]=[C:18]3[C:23](=[CH:24][CH:25]=2)[CH:22]=[C:21]([C@:26]([NH:30][C:31](=[O:37])[O:32][C:33]([CH3:36])([CH3:35])[CH3:34])([CH3:29])[CH2:27][O:28][P:51]([O:52][C:53]([CH3:54])([CH3:55])[CH3:56])([O:57][C:58]([CH3:59])([CH3:60])[CH3:61])=[O:43])[CH:20]=[CH:19]3)[CH:12]=[CH:13][CH:14]=1)[C:2]1[CH:7]=[CH:6][CH:5]=[CH:4][CH:3]=1. Procedure: To a solution of (R)-tert-butyl 2-(6-(3-(benzyloxy)phenylthio)naphthalen-2-yl)-1-hydroxypropan-2-ylcarbamate (20.0 mg, 0.0000388 mol) and 1H-tetrazole (30.4 mg, 0.000434 mol) in tetrahydrofuran (2 mL, 0.02 mol) was added di-tert-butyl N,N-diethylphosphoramidite (60.1 μL, 0.000216 mol) at room temperature. The resulting mixture was stirred at room temperature overnight, then hydrogen peroxide (180 μL, 0.0017 mol) was added and the mixture was stirred at room temperature for 1 h. The reaction was ... The reactants are C[C@H]1NC[C@@H](NC1)C ((2R,5S)-2,5-dimethylpiperazine), S(=O)(=O)(N)N (sulfamide). Solvent: O1CCOCC1 (dioxane), O1CCOCC1 (dioxane). Yields the product C[C@@H]1N(C[C@H](NC1)C)S(=O)(=O)N ((2S,5R)-2,5-dimethylpiperazine-1-sulfonamide). Isolated yield 35.5%. Reaction SMILES: [CH3:1][C@@H:2]1[CH2:7][NH:6][C@@H:5]([CH3:8])[CH2:4][NH:3]1.[S:9](N)([NH2:12])(=[O:11])=[O:10]>O1CCOCC1>[CH3:1][C@H:2]1[CH2:7][NH:6][C@H:5]([CH3:8])[CH2:4][N:3]1[S:9]([NH2:12])(=[O:11])=[O:10]. Reported procedure: To a solution of (2R,5S)-2,5-dimethylpiperazine (2 g) in dioxane (100 ml) was added sulfamide (2.5 g) and the reaction mixture was then heated at reflux in dioxane (100 ml) for 72 h. The reaction mixture was partitioned between EtOAc (150 ml) and H2O (150 ml) and the aqueous re-extracted with EtOAc (2×150 ml). Organics were collected, dried and reduced in vacuo to give (2S,5R)-2,5-dimethylpiperazine-1-sulfonamide as a white solid (1.2 g). A mixture of (2S,5R)-2,5-dimethylpiperazine-1-sulfonamide... Reactants: C(C)(=O)O.COC1=CC=2CCN3C[C@H]4CCCN([C@H]4C[C@H]3C2C=C1)S(=O)(=O)C ((8aR,12aS,13aS)-3-methoxy-12-methanesulfonyl-5,6,8a,9,10,11,12,12a,13,13a-decahydro-8H-isoquino[2,1-g][1,6]naphthyridine acetate), Cl (hydrochloric acid). The product is Cl.COC1=CC=2CCN3C[C@H]4CCCN([C@H]4C[C@H]3C2C=C1)S(=O)(=O)C ((8aR,12aS,13aS)-3-methoxy-12-methanesulfonyl-5,6,8a,9,10,11,12,12a,13,13a-decahydro-8H-isoquino[2,1-g][1,6]naphthyridine hydrochloride). As a reaction SMILES: C(O)(=O)C.[CH3:5][O:6][C:7]1[CH:24]=[CH:23][C:22]2[C@H:21]3[N:12]([CH2:13][C@@H:14]4[C@H:19]([CH2:20]3)[N:18]([S:25]([CH3:28])(=[O:27])=[O:26])[CH2:17][CH2:16][CH2:15]4)[CH2:11][CH2:10][C:9]=2[CH:8]=1.[ClH:29]>>[ClH:29].[CH3:5][O:6][C:7]1[CH:24]=[CH:23][C:22]2[C@H:21]3[N:12]([CH2:13][C@@H:14]4[C@H:19]([CH2:20]3)[N:18]([S:25]([CH3:28])(=[O:27])=[O:26])[CH2:17][CH2:16][CH2:15]4)[CH2:11][CH2:10][C:9]=2[CH:8]=1 |f:0.1,3.4|. Reported procedure: (8aR,12aS,13aS)-3-methoxy-12-methanesulfonyl-5,6,8a,9,10,11,12,12a,13,13a-decahydro-8H-isoquino[2,1-g][1,6]naphthyridine acetate (1.0 g) is dissolved in 50 ml 5N aqueous hydrochloric acid, and the solution evaporated to dryness. The product is suspended in ethyl acetate and filtered, air dried and recrystallized from methanol/acetone to yield (8aR,12aS,13aS)-3-methoxy-12-methanesulfonyl-5,6,8a,9,10,11,12,12a,13,13a-decahydro-8H-isoquino[2,1-g][1,6]naphthyridine hydrochloride. The reactants are C1(CCCCC1)N=C=NC1CCCCC1 (N,N′-Dicyclohexylcarbodiimide), ClC1=CC(=C(C=C1)N)N (4-chloro-o-phenylenediamine), C(C)(C)(C)OC(=O)NC1(COCC1)C(=O)O (3-tert-Butoxycarbonylamino-tetrahydro-furan-3-carboxylic acid). Solvent: C1CCOC1 (THF). Run at time 8 hour. Yields the product C(C)(C)(C)OC(NC1(COCC1)C1=NC2=C(N1)C=CC(=C2)Cl)=O ([3-(5-Chloro-1H-benzoimidazol-2-yl)-tetrahydro-furan-3-yl]-carbamic acid tert-butyl ester). Isolated yield 81.8%. Reaction SMILES: C1(N=C=NC2CCCCC2)CCCCC1.[Cl:16][C:17]1[CH:22]=[CH:21][C:20]([NH2:23])=[C:19]([NH2:24])[CH:18]=1.[C:25]([O:29][C:30]([NH:32][C:33]1([C:38](O)=O)[CH2:37][CH2:36][O:35][CH2:34]1)=[O:31])([CH3:28])([CH3:27])[CH3:26]>C1COCC1>[C:25]([O:29][C:30](=[O:31])[NH:32][C:33]1([C:38]2[NH:23][C:20]3[CH:21]=[CH:22][C:17]([Cl:16])=[CH:18][C:19]=3[N:24]=2)[CH2:37][CH2:36][O:35][CH2:34]1)([CH3:28])([CH3:26])[CH3:27]. Procedure: N,N′-Dicyclohexylcarbodiimide (1.75 g, 8.5 mmol) is added portionwise at 0° C. to 4-chloro-o-phenylenediamine (1.21 g, 8.5 mmol) and 3-tert-Butoxycarbonylamino-tetrahydro-furan-3-carboxylic acid (1.97 g, 8.5 mmol) in THF (50 mL). After stirring overnight at rt, the reaction mixture was filtered and evaporated under reduced pressure to give a residue that is purified by flash chromatography (eluent 0-5% EtOH/DCM) to furnish [3-(5-Chloro-1H-benzoimidazol-2-yl)-tetrahydro-furan-3-yl]-carbamic acid ...